describe an organic reaction: reactants, conditions, products, and yield From a dataset of the Open Reaction Database (ORD), a public repository of structured organic reaction records. Reactants: ClC1=CC=C(S1)CCC(CN1C=NC=C1)Cl (1-[4-(5-chloro-2-thienyl)-2-chloro-n-butyl]imidazole), ClC1=C(C=CC=C1)S (2-chlorothiophenol), C([O-])([O-])=O.[K+].[K+] (potassium carbonate). The solvent is CC(=O)C (acetone). The product is ClC1=C(C=CC=C1)SC(CN1C=NC=C1)CCC=1SC(=CC1)Cl (1-[2-(2-chlorophenylthio)-4-(5-chloro-2-thienyl)-n-butyl]imidazole). RXN SMILES: [Cl:1][C:2]1[S:6][C:5]([CH2:7][CH2:8][CH:9](Cl)[CH2:10][N:11]2[CH:15]=[CH:14][N:13]=[CH:12]2)=[CH:4][CH:3]=1.[Cl:17][C:18]1[CH:23]=[CH:22][CH:21]=[CH:20][C:19]=1[SH:24].C(=O)([O-])[O-].[K+].[K+]>CC(C)=O>[Cl:17][C:18]1[CH:23]=[CH:22][CH:21]=[CH:20][C:19]=1[S:24][CH:9]([CH2:8][CH2:7][C:5]1[S:6][C:2]([Cl:1])=[CH:3][CH:4]=1)[CH2:10][N:11]1[CH:15]=[CH:14][N:13]=[CH:12]1 |f:2.3.4|. Reported procedure: A mixture of 850 mg of 1-[4-(5-chloro-2-thienyl)-2-chloro-n-butyl]imidazole, 670 mg of 2-chlorothiophenol and 500 mg of potassium carbonate in 40 ml of acetone is stirred and refluxed for 4 hours. The solvent is evaporated under vacuum and 50 ml of water is added. The resulting mixture is extracted with ether and the ether extract is washed with water, dried and evaporated to afford 1-[2-(2-chlorophenylthio)-4-(5-chloro-2-thienyl)-n-butyl]imidazole as an oil. This material is converted to the ni... Reactants: CCn1ncc2c(-c3ccc(F)cc3C)c(NC(=O)OC(C)(C)C)cnc21, [H-], CI, [Na+], CN(C)C=O. The product is CCn1ncc2c(-c3ccc(F)cc3C)c(NC)cnc21. RXN SMILES: [C:1]([O:2][C:6](=[O:3])[NH:7][c:8]1[c:9](-[c:19]2[c:20]([CH3:26])[cH:21][c:22]([F:25])[cH:23][cH:24]2)[c:10]2[c:11]([n:12][cH:13]1)[n:14]([CH2:17][CH3:18])[n:15][cH:16]2)([CH3:4])([CH3:5])[CH3:27].[H-:29].[I:30][CH3:31].[Na+:28].[O:32]=[CH:33][N:34]([CH3:35])[CH3:36]>>[CH3:6][NH:7][c:8]1[c:9](-[c:19]2[c:20]([CH3:26])[cH:21][c:22]([F:25])[cH:23][cH:24]2)[c:10]2[c:11]([n:12][cH:13]1)[n:14]([CH2:17][CH3:18])[n:15][cH:16]2. The reactants are COC(CCC1=CC=C(C=C1)OC1=CC=C(C=C1)C(C(N(C)C)=O)NC(=O)OC(C)(C)C)=O (3-{4-[4-(tert-butoxycarbonylaminodimethylcarbamoylmethyl)-phenoxy]-phenyl}-propionic acid methyl ester), [OH-].[Li+] (Lithium hydroxide). Run in O (water), C1CCOC1 (THF). Run at time 2 hour. The product is desired acid, C(C)(C)(C)OC(=O)NC(C1=CC=C(OC2=CC=C(C=C2)CCC(=O)O)C=C1)C(N(C)C)=O (3-{4-[4-(tert-butoxycarbonylaminodimethylcarbamoylmethyl)-phenoxy]-phenyl}-propionic acid). The yield is 97.3%. As a reaction SMILES: C[O:2][C:3](=[O:33])[CH2:4][CH2:5][C:6]1[CH:11]=[CH:10][C:9]([O:12][C:13]2[CH:18]=[CH:17][C:16]([CH:19]([NH:25][C:26]([O:28][C:29]([CH3:32])([CH3:31])[CH3:30])=[O:27])[C:20](=[O:24])[N:21]([CH3:23])[CH3:22])=[CH:15][CH:14]=2)=[CH:8][CH:7]=1.[OH-].[Li+]>C1COCC1.O>[C:29]([O:28][C:26]([NH:25][CH:19]([C:20](=[O:24])[N:21]([CH3:23])[CH3:22])[C:16]1[CH:17]=[CH:18][C:13]([O:12][C:9]2[CH:10]=[CH:11][C:6]([CH2:5][CH2:4][C:3]([OH:33])=[O:2])=[CH:7][CH:8]=2)=[CH:14][CH:15]=1)=[O:27])([CH3:31])([CH3:30])[CH3:32] |f:1.2|. Procedure: Amide 32 (3.6 g, 7.9 mmol) was dissolved in THF (40 mL) and diluted with water (40 mL). Lithium hydroxide (0.76 g, 31.0 mmol) was added and the reaction mixture was stirred at room temp for about 2 h. The THF was evaporated and the resulting aqueous layer was acidified with 2.0 M HCl and extracted into EtOAc (2×100 mL). The organic layer was washed with water (1×150 mL) and brine (1×200 mL), dried and concentrated to yield the desired acid compound 33 (3.4 g, 97%). 1H NMR (400 MHz, DMSO-d6): 12.... Reactants: ClCCCCCCCCCCCCCCCC (1-chlorohexadecane), C(C1=CC=CC=C1)N1C(=NC=C1)C (1-benzyl-2-methyl imidazole). Reaction conditions: time 4 hour. The product is [Cl-].C(C1=CC=CC=C1)[N+]1=C(N(C=C1)CCCCCCCCCCCCCCCC)C (1-benzyl-2-methyl-3-hexadecyl imidazolium chloride). Reaction SMILES: [Cl:1][CH2:2][CH2:3][CH2:4][CH2:5][CH2:6][CH2:7][CH2:8][CH2:9][CH2:10][CH2:11][CH2:12][CH2:13][CH2:14][CH2:15][CH2:16][CH3:17].[CH2:18]([N:25]1[CH:29]=[CH:28][N:27]=[C:26]1[CH3:30])[C:19]1[CH:24]=[CH:23][CH:22]=[CH:21][CH:20]=1>>[Cl-:1].[CH2:18]([N+:25]1[CH:29]=[CH:28][N:27]([CH2:2][CH2:3][CH2:4][CH2:5][CH2:6][CH2:7][CH2:8][CH2:9][CH2:10][CH2:11][CH2:12][CH2:13][CH2:14][CH2:15][CH2:16][CH3:17])[C:26]=1[CH3:30])[C:19]1[CH:20]=[CH:21][CH:22]=[CH:23][CH:24]=1 |f:2.3|. Procedure: The procedure of Example 1 was repeated with minor change. 427 g of 1-chlorohexadecane (Aldrich) and 280 g of 1-benzyl-2-methyl imidazole (Shikoku Chemicals Corp. 1B2MZ) were added into a 2000 ml three-neck round-bottom flask. The reaction temperature was set from 75 to 80° C. After four hours the milk-like solution transferred into a homogenous solution. The reaction was continued for four days. Then, the product was washed with ethyl acetate five times. After that, it was dried under vacuum fo...